From a dataset of the Open Reaction Database (ORD), a public repository of structured organic reaction records. describe an organic reaction: reactants, conditions, products, and yield The yield is 71.4%. Reaction SMILES: [Cl:1][C:2]1[C:3]([C:9]([O:11][CH3:12])=[O:10])=[N:4][CH:5]=[C:6]([OH:8])[CH:7]=1.[C:13](=O)([O-])[O-].[Cs+].[Cs+].IC.O>CN(C=O)C>[Cl:1][C:2]1[C:3]([C:9]([O:11][CH3:12])=[O:10])=[N:4][CH:5]=[C:6]([O:8][CH3:13])[CH:7]=1 |f:1.2.3|. Solvent: CN(C)C=O (DMF). The reactants are O (water), ClC=1C(=NC=C(C1)O)C(=O)OC (methyl 3-chloro-5-hydroxypicolinate), C([O-])([O-])=O.[Cs+].[Cs+] (cesium carbonate), IC (iodomethane). Product: ClC=1C(=NC=C(C1)OC)C(=O)OC (methyl 3-chloro-5-methoxypicolinate). Procedure details: In a 1-L round bottom flask, the methyl 3-chloro-5-hydroxypicolinate (25.00 g, 133 mmol) and cesium carbonate (87 g, 267 mmol) were taken up in DMF (200 ml), and iodomethane (41.7 ml, 666 mmol) was added. A water-cooled condenser was attached, and the reaction vessel was heated in a 55° C. oil bath. After 3 h, the reaction was concentrated. The residue was taken up in 1.2 L of 80% EtOAc-hexane and 500 ml of brine. Not all the solids went in, so the mixture was filtered through Celite. The result... Reaction conditions: temperature 55 celsius, time 3 hour. The reactants are Cl.CN(C1CCC=2NC3=CC=CC(=C3C2C1)OCC1=CC=CC=C1)C (3-(dimethylamino)-5-(benzyloxy)-1,2,3,4-tetrahydrocarbazole hydrochloride), Cl.C(C1=CC=CC=C1)OC=1C=C(C=CC1)NN (3-benzyloxyphenylhydrazine hydrochloride), Cl.CN(C1CCC(CC1)=O)C (4-dimethylaminocyclohexanone hydrochloride), Cl.CN(C1CCC=2NC3=CC(=CC=C3C2C1)OCC1=CC=CC=C1)C (3-(dimethylamino)-7-(benzyloxy)-1,2,3,4-tetrahydrocarbazole hydrochloride). Run in O (water). The product is CN(C1CCC=2NC3=CC=CC(=C3C2C1)OCC1=CC=CC=C1)C (3-(Dimethylamino)-5-(benzyloxy)-1,2,3,4-tetrahydrocarbazole). As a reaction SMILES: Cl.C(OC1C=C(NN)C=CC=1)C1C=CC=CC=1.Cl.CN(C)C1CCC(=O)CC1.Cl.[CH3:30][N:31]([CH3:53])[CH:32]1[CH2:44][C:43]2[C:42]3[C:37](=[CH:38][C:39]([O:45][CH2:46][C:47]4[CH:52]=[CH:51][CH:50]=[CH:49][CH:48]=4)=[CH:40][CH:41]=3)[NH:36][C:35]=2[CH2:34][CH2:33]1.Cl.CN(C)C1CC2C3C(=CC=CC=3OCC3C=CC=CC=3)NC=2CC1>O>[CH3:53][N:31]([CH3:30])[CH:32]1[CH2:44][C:43]2[C:38]3[C:37](=[CH:42][CH:41]=[CH:40][C:39]=3[O:45][CH2:46][C:47]3[CH:52]=[CH:51][CH:50]=[CH:49][CH:48]=3)[NH:36][C:35]=2[CH2:34][CH2:33]1 |f:0.1,2.3,4.5,6.7|. Procedure details: A solution of 3-benzyloxyphenylhydrazine hydrochloride (140 g.) and 4-dimethylaminocyclohexanone hydrochloride (100 g.) in 3 liters of ethyl alochol was refluxed for six hours and evaporated to dryness. The solid was suspended in 1 liter of water and filtered to give 119 g. of 3-(dimethylamino)-7-(benzyloxy)-1,2,3,4-tetrahydrocarbazole hydrochloride (Example 239). The water filtrate deposited a solid which was recrystallized from ethyl alcohol to give 38 g. of 3-(dimethylamino)-5-(benzyloxy)-1,2... The reactants are ClCC(=O)OC (methyl 2-chloroacetate), CC1(CC(CC(C1)C)OC(NN)=S)C (thiocarbazic acid-O-(3,3,5-trimethylcyclohexyl)-ester), C(C)#N (acetonitrile). The product is CC1(CC(CC(C1)C)OC1=NNC(=C1C(=O)OC)C)C (3-(3,3,5-trimethylcyclohexyloxy)-5-methyl-4-methoxycarbonyl-pyrazole). RXN SMILES: Cl[CH2:2][C:3]([O:5][CH3:6])=[O:4].[CH3:7][C:8]1([CH3:20])[CH2:13][CH:12]([CH3:14])[CH2:11][CH:10]([O:15][C:16](=S)[NH:17][NH2:18])[CH2:9]1.[C:21](#N)[CH3:22]>>[CH3:7][C:8]1([CH3:20])[CH2:13][CH:12]([CH3:14])[CH2:11][CH:10]([O:15][C:16]2[C:2]([C:3]([O:5][CH3:6])=[O:4])=[C:21]([CH3:22])[NH:18][N:17]=2)[CH2:9]1. Procedure details: At room temperature and while stirring, 84 l g of methyl 2-chloroacetate is added to a solution, in 250 ml of acetonitrile, of the thiocarbazic acid-O-(3,3,5-trimethylcyclohexyl)-ester obtained in this manner. After stirring for 12 hours at room temperature, the mixture of solids which has precipitated out is separated by filtration and washed with acetone. The solids mixture is then stirred into 200 ml of aqueous ammonia solution (12 wt%) and subsequently extracted twice with methylene chloride... The reactants are C(C1=CC=CC=C1)OC1=C(C=C(C=C1)C1=NC2=CC=CC=C2C=C1C(=O)C=1C(=NC2=CC=CC=C2C1)C1=CC(=C(C=C1)OCC1=CC=CC=C1)OC)OC (4-(benzyloxy)-3-methoxyphenyl(3-quinolinyl)ketone). Solvent: FC(C(=O)O)(F)F (trifluoroacetic acid). Reaction conditions: time 2 hour. The product is OC1=C(C=C(C=C1)C1=NC2=CC=CC=C2C=C1C(=O)C=1C(=NC2=CC=CC=C2C1)C1=CC(=C(C=C1)O)OC)OC (4-hydroxy-3-methoxyphenyl(3-quinolinyl)ketone). As a reaction SMILES: C([O:8][C:9]1[CH:14]=[CH:13][C:12]([C:15]2[C:24]([C:25]([C:27]3[C:28]([C:37]4[CH:42]=[CH:41][C:40]([O:43]CC5C=CC=CC=5)=[C:39]([O:51][CH3:52])[CH:38]=4)=[N:29][C:30]4[C:35]([CH:36]=3)=[CH:34][CH:33]=[CH:32][CH:31]=4)=[O:26])=[CH:23][C:22]3[C:17](=[CH:18][CH:19]=[CH:20][CH:21]=3)[N:16]=2)=[CH:11][C:10]=1[O:53][CH3:54])C1C=CC=CC=1>FC(F)(F)C(O)=O>[OH:8][C:9]1[CH:14]=[CH:13][C:12]([C:15]2[C:24]([C:25]([C:27]3[C:28]([C:37]4[CH:42]=[CH:41][C:40]([OH:43])=[C:39]([O:51][CH3:52])[CH:38]=4)=[N:29][C:30]4[C:35]([CH:36]=3)=[CH:34][CH:33]=[CH:32][CH:31]=4)=[O:26])=[CH:23][C:22]3[C:17](=[CH:18][CH:19]=[CH:20][CH:21]=3)[N:16]=2)=[CH:11][C:10]=1[O:53][CH3:54]. Procedure: 11.0 g of 4-(benzyloxy)-3-methoxyphenyl(3-quinolinyl)ketone are treated with 50 ml of trifluoroacetic acid, whereupon the mixture is stirred at room temperature for 2 hours. After distillation of the trifluoroacetic acid, the residue is treated twice with SO ml of ethanol each time and the solvent is distilled each time. The oil obtained crystallizes upon treatment with ethanol. After recrystallization from ethanol, there is obtained 4-hydroxy-3-methoxyphenyl(3-quinolinyl)ketone in the form of y... The reactants are CC(CO)CC1=CC=CC=C1 (2-Methyl-3-phenylpropanol). Reagents/catalysts: [Ni] (Ni on silica). The solvent is O (H2O), O (H2O). Yields the product CC(CO)CC1CCCCC1 (2-methyl-3-cyclohexylpropanol). The yield is 80.0%. RXN SMILES: [CH3:1][CH:2]([CH2:5][C:6]1[CH:11]=[CH:10][CH:9]=[CH:8][CH:7]=1)[CH2:3][OH:4]>[Ni].O>[CH3:1][CH:2]([CH2:5][CH:6]1[CH2:11][CH2:10][CH2:9][CH2:8][CH2:7]1)[CH2:3][OH:4]. Procedure details: 2-Methyl-3-phenylpropanol (219 g., 1.46 mol.) and 10.30 g. of 50% Ni on silica catalyst (4.7 wt %, G-49-C, United Catalyst) were stirred at 700 rpm in a Parr reactor at 150° C. and 200-600 psi of hydrogen until hydrogen absorption stopped (12 hours). Utilizing 2 wt. % of the catalyst requires that the reaction be run at 180° C. The reaction mixture was filtered through a filter bed (Celite™) using toluene as a rinse solvent and concentrated to a clear, colorless liquid. The odor grade product wa...